describe an organic reaction: reactants, conditions, products, and yield From a dataset of the Open Reaction Database (ORD), a public repository of structured organic reaction records. Reactants: COCCOC, Cc1cc(B(O)O)sn1, COc1ccc(-c2cc(S(=O)(=O)C(F)(F)F)c(=O)n(C)c2-c2ccncc2)cc1, [Na+], [Na+], O=C([O-])[O-]. The product is COc1ccc(-c2cc(-c3cc(C)ns3)c(=O)n(C)c2-c2ccncc2)cc1. RXN SMILES: [CH2:45]([CH2:46][O:47][CH3:48])[O:49][CH3:50].[CH3:1][c:2]1[n:3][s:4][c:5]([B:7]([OH:8])[OH:9])[cH:6]1.[F:10][C:11]([F:12])([F:13])[S:14]([c:15]1[c:16](=[O:36])[n:17]([CH3:35])[c:18](-[c:29]2[cH:30][cH:31][n:32][cH:33][cH:34]2)[c:19](-[c:21]2[cH:22][cH:23][c:24]([O:27][CH3:28])[cH:25][cH:26]2)[cH:20]1)(=[O:37])=[O:38].[Na+:39].[Na+:40].[O-:41][C:42](=[O:43])[O-:44]>>[CH3:1][c:2]1[n:3][s:4][c:5](-[c:15]2[c:16](=[O:36])[n:17]([CH3:35])[c:18](-[c:29]3[cH:30][cH:31][n:32][cH:33][cH:34]3)[c:19](-[c:21]3[cH:22][cH:23][c:24]([O:27][CH3:28])[cH:25][cH:26]3)[cH:20]2)[cH:6]1. The reactants are C1(CCCCC1)N=C=NC1CCCCC1 (Dicyclohexylcarbodiimide), C(C1=C[N+](=CC=C1)[O-])(=O)O (nicotinic acid N-oxide), CN(C=O)C (N,N-dimethylformamide), NCC1=CC=C(O1)C=1N=C(SC1)N=C(N)N (4-(5-aminomethylfuran-2-yl)-2-(diaminomethyleneamino)thiazole). Run at time 15 minute. The product is NC(N)=NC=1SC=C(N1)C=1OC(=CC1)C(=O)NC(C1=CN=CC=C1)=O (2-(diaminomethyleneamino)-4-[5-(1-oxonicotinoylaminomethyl)furan-2-yl]thiazole). Reaction SMILES: C1(N=C=NC2CCCCC2)CCCCC1.[C:16]([OH:25])(=O)[C:17]1[CH:22]=[CH:21][CH:20]=[N+:19]([O-])[CH:18]=1.[NH2:26][CH2:27][C:28]1[O:32][C:31]([C:33]2[N:34]=[C:35]([N:38]=[C:39]([NH2:41])[NH2:40])[S:36][CH:37]=2)=[CH:30][CH:29]=1.CN(C)C=[O:45]>>[NH2:40][C:39](=[N:38][C:35]1[S:36][CH:37]=[C:33]([C:31]2[O:32][C:28]([C:27]([NH:26][C:16](=[O:25])[C:17]3[CH:22]=[CH:21][CH:20]=[N:19][CH:18]=3)=[O:45])=[CH:29][CH:30]=2)[N:34]=1)[NH2:41]. Reported procedure: Dicyclohexylcarbodiimide (2.3 g) was added slowly to a suspension of nicotinic acid N-oxide (1.5 g) in N,N-dimethylformamide (40 ml) with cooling on an ice bath and the mixture was stirred for 15 minutes with cooling on an ice bath. To the mixture 4-(5-aminomethylfuran-2-yl)-2-(diaminomethyleneamino)thiazole (2.0 g) was added with cooling on an ice bath. The mixture was stirred for an hour with cooling on an ice bath and then stirred for 41 hours at room temperature. The solvent was removed unde... RXN SMILES: C1(P(=[CH:20][C:21]([O:23][C:24]([CH3:27])([CH3:26])[CH3:25])=[O:22])(C2C=CC=CC=2)C2C=CC=CC=2)C=CC=CC=1.[CH:28]([C:30]1[C:38]2[C:33](=[C:34]([C:39]#[N:40])[CH:35]=[CH:36][CH:37]=2)[NH:32][CH:31]=1)=O>C(#N)C>[C:39]([C:34]1[CH:35]=[CH:36][CH:37]=[C:38]2[C:33]=1[NH:32][CH:31]=[C:30]2/[CH:28]=[CH:20]/[C:21]([O:23][C:24]([CH3:27])([CH3:26])[CH3:25])=[O:22])#[N:40]. The solvent is C(C)#N (acetonitrile). Yield: 77.0%. Reactants: C1(=CC=CC=C1)P(C1=CC=CC=C1)(C1=CC=CC=C1)=CC(=O)OC(C)(C)C (1,1-Dimethylethyl (triphenyl-λ5-phosphanylidene)acetate), C(=O)C1=CNC2=C(C=CC=C12)C#N (3-Formyl-1H-indole-7-carbonitrile), C1(=CC=CC=C1)P(C1=CC=CC=C1)(C1=CC=CC=C1)=CC(=O)OC(C)(C)C (1,1-dimethylethyl (triphenyl-λ5-phosphanylidene)acetate). Conditions: time 2.5 hour. Product: C(#N)C=1C=CC=C2C(=CNC12)/C=C/C(=O)OC(C)(C)C (1,1-dimethylethyl (2E)-3-(7-cyano-1H-indol-3-yl)-2-propenoate). Reported procedure: 1,1-Dimethylethyl (triphenyl-λ5-phosphanylidene)acetate (1.858 g) was added to a suspension of 3-formyl-1H-indole-7-carbonitrile (D3) (0.7 g) in acetonitrile (70 mL). The reaction mixture was heated to reflux and stirred for 2.5 hours. Another portion of 1,1-dimethylethyl (triphenyl-λ5-phosphanylidene)acetate (0.3 g) was added and the resulting suspension was refluxed for 2 more hours. The solvent was evaporated. The residue was purified by Biotage (25% EtOAc in hexane) to afford 1,1-dimethyleth...